This data is from the Open Reaction Database (ORD), a public repository of structured organic reaction records. The task is: describe an organic reaction: reactants, conditions, products, and yield Starting materials: CCOCC, CC#N, CS(=O)(=O)O, CNC(=O)Cc1cc2nn(Cc3ncc(C)c(OC)c3Cl)nc3c-2c1CSN=C3N. The product is CS(=O)(=O)O, CNC(=O)Cc1cc2nn(Cc3ncc(C)c(OC)c3Cl)nc3c-2c1CSN=C3N. RXN SMILES: [CH3:1][CH2:2][O:3][CH2:4][CH3:5].[CH3:41][C:42]#[N:43].[CH3:6][S:7]([OH:8])(=[O:9])=[O:10].[NH2:11][C:12]1=[N:21][S:20][CH2:19][c:18]2[c:14]3[c:13]1[n:29][n:28]([CH2:30][c:31]1[n:32][cH:33][c:34]([CH3:40])[c:35]([O:38][CH3:39])[c:36]1[Cl:37])[n:27][c:15]-3[cH:16][c:17]2[CH2:22][C:23](=[O:24])[NH:25][CH3:26]>>[CH3:6][S:7](=[O:8])(=[O:9])[OH:10].[NH2:11][C:12]1=[N:21][S:20][CH2:19][c:18]2[c:14]3[c:13]1[n:29][n:28]([CH2:30][c:31]1[n:32][cH:33][c:34]([CH3:40])[c:35]([O:38][CH3:39])[c:36]1[Cl:37])[n:27][c:15]-3[cH:16][c:17]2[CH2:22][C:23](=[O:24])[NH:25][CH3:26]. The reactants are O=C([O-])O, CC(C)(C)[O-], Cl, [K+], CC(Cl)=Cc1cc(C)nc(Nc2ccccc2)n1, [Na+], C1CCOC1, O. Product: CC#Cc1cc(C)nc(Nc2ccccc2)n1. RXN SMILES: [C:26](=[O:27])([O-:28])[OH:29].[CH3:19][C:20]([CH3:21])([O-:22])[CH3:23].[ClH:25].[K+:24].[NH:1]([c:2]1[cH:3][cH:4][cH:5][cH:6][cH:7]1)[c:8]1[n:9][c:10]([CH:15]=[C:16]([CH3:17])[Cl:18])[cH:11][c:12]([CH3:14])[n:13]1.[Na+:30].[O:31]1[CH2:32][CH2:33][CH2:34][CH2:35]1.[OH2:36]>>[NH:1]([c:2]1[cH:3][cH:4][cH:5][cH:6][cH:7]1)[c:8]1[n:9][c:10]([C:15]#[C:16][CH3:17])[cH:11][c:12]([CH3:14])[n:13]1. Reactants: C(#C)C1=C(C=CC=C1)C#C (diethynylbenzene), C1(=CC=CC=C1)C#CC#CC1=CC=CC=C1 (diphenylbutadiyne), C(#C)C1=C(C=CC=C1)C#C (diethynylbenzene), ClC1=CC=CC=C1 (chlorobenzene), C1(=CC=CC=C1)P(C1=CC=CC=C1)C1=CC=CC=C1 (triphenylphosphine), C(#C)C1=C(C=CC=C1)C#C (diethynylbenzene), C(#C)C1=C(C=CC=C1)C#C (diethynylbenzene). Reagents/catalysts: C/C(=C/C(=O)C)/[O-].C/C(=C/C(=O)C)/[O-].[Ni+2] (nickel acetylacetonate). The solvent is CO (methanol), C1=CC=CC=C1 (benzene), C1=CC=CC=C1 (benzene), C1=CC=CC=C1 (benzene). Run at time 1 hour. Product: C1(=CC=CC=C1)C#CC#CC1=CC=CC=C1 (diphenylbutadiyne), C(#C)C1=CC=C(C=C1)C#C (p-diethynylbenzene). As a reaction SMILES: [C:1]1([C:7]#[C:8][C:9]#[C:10][C:11]2[CH:16]=[CH:15][CH:14]=[CH:13][CH:12]=2)[CH:6]=[CH:5][CH:4]=[CH:3][CH:2]=1.C([C:19]1[CH:24]=[CH:23][CH:22]=[CH:21][C:20]=1[C:25]#[CH:26])#C.Cl[C:28]1C=CC=C[CH:29]=1.C1(P(C2C=CC=CC=2)C2C=CC=CC=2)C=CC=CC=1>C1C=CC=CC=1.C/C(/[O-])=C/C(C)=O.C/C(/[O-])=C/C(C)=O.[Ni+2].CO>[C:1]1([C:7]#[C:8][C:9]#[C:10][C:11]2[CH:12]=[CH:13][CH:14]=[CH:15][CH:16]=2)[CH:6]=[CH:5][CH:4]=[CH:3][CH:2]=1.[C:25]([C:20]1[CH:19]=[CH:24][C:23]([C:28]#[CH:29])=[CH:22][CH:21]=1)#[CH:26] |f:5.6.7|. Procedure: A copolymer prepolymer of diphenylbutadiyne and p-diethynylbenzene was prepared in refluxing benzene solvent. The polymerization vessel was charged with 63 parts of diphenylbutadiyne, 2 parts of diethynylbenzene, 600 parts of benzene, and 2 parts of chlorobenzene. After heating to reflux, 2 parts of a catalyst mixture prepared by mixing 2 parts of nickel acetylacetonate and 4 parts of triphenylphosphine in 20 parts of benzene were added. After 1 hour, an additional 10 parts of diethynylbenzene w... Starting materials: C(C)OC(=O)NC(=S)NC=1C(=NC=CC1)C(=O)OC (N-ethoxycarbonyl-N'-(2-methoxycarbonyl-3-pyridinyl)thiourea), C[O-].[Na+] (sodium methoxide), CO (methanol). Run in C(C)O (ethanol). Yields the product OC=1C2=C(N=C(N1)S)C=CC=N2 (4-Hydroxypyrido[3,2-d]pyrimidine-2-thiol). Isolated yield 100.0%. RXN SMILES: C(OC([NH:6][C:7]([NH:9][C:10]1[C:11]([C:16]([O:18]C)=O)=[N:12][CH:13]=[CH:14][CH:15]=1)=[S:8])=O)C.C[O-].[Na+].CO>C(O)C>[OH:18][C:16]1[C:11]2[N:12]=[CH:13][CH:14]=[CH:15][C:10]=2[N:9]=[C:7]([SH:8])[N:6]=1 |f:1.2|. Procedure: A mixture of 37.2 g (0.13 mol) of N-ethoxycarbonyl-N'-(2-methoxycarbonyl-3-pyridinyl)thiourea and 33 mL of 25 percent sodium methoxide in methanol (0.14 mol) in 500 mL of absolute ethanol was heated to reflux with stirring. A solid began to form after about 5 min and after 1 hour heating was discontinued and the volatile components were removed by evaporation under reduced pressure. The residue was diluted with water, acidified with acetic acid, and filtered to recover the solids. The solids wer... The reactants are CCOC(C)=O, [Cl-], COc1ccc(F)cc1C(C)(C)CC(O)(C(C)=O)C(F)(F)F, Cc1ccc2c(N)cccc2n1, [Na+], C1CCOC1. Yields the product COc1ccc(F)cc1C(C)(C)CC(O)(C(C)=Nc1cccc2nc(C)ccc12)C(F)(F)F. RXN SMILES: [CH3:37][CH2:38][O:39][C:40](=[O:41])[CH3:42].[Cl-:35].[F:1][c:2]1[cH:3][cH:4][c:5]([O:21][CH3:22])[c:6]([C:8]([CH2:9][C:10]([C:11]([CH3:12])=[O:13])([C:14]([F:15])([F:16])[F:17])[OH:18])([CH3:19])[CH3:20])[cH:7]1.[NH2:23][c:24]1[c:25]2[cH:26][cH:27][c:28]([CH3:34])[n:29][c:30]2[cH:31][cH:32][cH:33]1.[Na+:36].[O:43]1[CH2:44][CH2:45][CH2:46][CH2:47]1>>[F:1][c:2]1[cH:3][cH:4][c:5]([O:21][CH3:22])[c:6]([C:8]([CH2:9][C:10]([C:11]([CH3:12])=[N:23][c:24]2[c:25]3[cH:26][cH:27][c:28]([CH3:34])[n:29][c:30]3[cH:31][cH:32][cH:33]2)([C:14]([F:15])([F:16])[F:17])[OH:18])([CH3:19])[CH3:20])[cH:7]1.